From a dataset of the Open Reaction Database (ORD), a public repository of structured organic reaction records. describe an organic reaction: reactants, conditions, products, and yield Starting materials: COC(=O)c1cc(F)c(N2CCC(c3ccccc3)C(CN(C(=O)OC(C)(C)C)C(C)c3cccc4ccccc34)C2)c(F)c1, C1CCOC1, CO, Cl, [Na+], [OH-]. Yields the product CC(c1cccc2ccccc12)N(CC1CN(c2c(F)cc(C(=O)O)cc2F)CCC1c1ccccc1)C(=O)OC(C)(C)C. Reaction SMILES: [C:1]([CH3:2])([CH3:3])([CH3:4])[O:5][C:6](=[O:7])[N:8]([CH:9]([CH3:10])[c:11]1[cH:12][cH:13][cH:14][c:15]2[cH:16][cH:17][cH:18][cH:19][c:20]12)[CH2:21][CH:22]1[CH2:23][N:24]([c:34]2[c:35]([F:45])[cH:36][c:37]([C:38](=[O:39])[O:40][CH3:41])[cH:42][c:43]2[F:44])[CH2:25][CH2:26][CH:27]1[c:28]1[cH:29][cH:30][cH:31][cH:32][cH:33]1.[CH2:46]1[O:47][CH2:48][CH2:49][CH2:50]1.[CH3:54][OH:55].[ClH:53].[Na+:52].[OH-:51]>>[C:1]([CH3:2])([CH3:3])([CH3:4])[O:5][C:6](=[O:7])[N:8]([CH:9]([CH3:10])[c:11]1[cH:12][cH:13][cH:14][c:15]2[cH:16][cH:17][cH:18][cH:19][c:20]12)[CH2:21][CH:22]1[CH2:23][N:24]([c:34]2[c:35]([F:45])[cH:36][c:37]([C:38](=[O:39])[OH:40])[cH:42][c:43]2[F:44])[CH2:25][CH2:26][CH:27]1[c:28]1[cH:29][cH:30][cH:31][cH:32][cH:33]1. The product is FC(N1N=C(C=C1CO)C1=CC=C(C=C1)OC(F)(F)F)F ([2-difluoromethyl-5-(4-trifluoromethoxy-phenyl)-2H-pyrazol-3-yl]-methanol). Starting materials: C(C)OC(=O)C=1N(N=C(C1)C1=CC=C(C=C1)OC(F)(F)F)C(F)F (2-difluoromethyl-5-(4-trifluoromethoxy-phenyl)-2H-pyrazole-3-carboxylic acid ethyl ester), [H-].[Al+3].[Li+].[H-].[H-].[H-] (lithium aluminium hydride). Reported procedure: In analogy to the procedure described for example 1 a], 2-difluoromethyl-5-(4-trifluoromethoxy-phenyl)-2H-pyrazole-3-carboxylic acid ethyl ester was reduced with lithium aluminium hydride to give [2-difluoromethyl-5-(4-trifluoromethoxy-phenyl)-2H-pyrazol-3-yl]-methanol as white solid. Reaction SMILES: C([O:3][C:4]([C:6]1[N:7]([CH:22]([F:24])[F:23])[N:8]=[C:9]([C:11]2[CH:16]=[CH:15][C:14]([O:17][C:18]([F:21])([F:20])[F:19])=[CH:13][CH:12]=2)[CH:10]=1)=O)C.[H-].[Al+3].[Li+].[H-].[H-].[H-]>>[F:24][CH:22]([F:23])[N:7]1[C:6]([CH2:4][OH:3])=[CH:10][C:9]([C:11]2[CH:12]=[CH:13][C:14]([O:17][C:18]([F:20])([F:19])[F:21])=[CH:15][CH:16]=2)=[N:8]1 |f:1.2.3.4.5.6|. Starting materials: ClC1=CC=2C3=C(NC2C=C1)CCN(CC3)C (9-Chloro-3-methyl-1,2,3,4,5,6-hexahydroazepino[4,5-b]indole), ClCC(=O)NC1=CC=C(C=C1)F (2-Chloro-N-(4-fluorophenyl)acetamide), N1[C@H](C(=O)O)CCC1 (L-proline), [O-]P(=O)([O-])[O-].[K+].[K+].[K+] (K3PO4). The reagents and catalysts are [Cu]I (CuI). Solvent: CN(C)C=O (DMF). Run at time 10 minute. Yields the product ClC1=CC=2C3=C(N(C2C=C1)CC(=O)NC1=CC=C(C=C1)F)CCN(CC3)C (2-(9-chloro-3-methyl-2,3,4,5-tetrahydroazepino[4,5-b]indol-6(1H)-yl)-N-(4-fluorophenyl)acetamide). Yield: 12.1%. RXN SMILES: [Cl:1][C:2]1[CH:10]=[CH:9][C:8]2[NH:7][C:6]3[CH2:11][CH2:12][N:13]([CH3:16])[CH2:14][CH2:15][C:5]=3[C:4]=2[CH:3]=1.N1CCC[C@H]1C(O)=O.[O-]P([O-])([O-])=O.[K+].[K+].[K+].Cl[CH2:34][C:35]([NH:37][C:38]1[CH:43]=[CH:42][C:41]([F:44])=[CH:40][CH:39]=1)=[O:36]>[Cu]I.CN(C=O)C>[Cl:1][C:2]1[CH:10]=[CH:9][C:8]2[N:7]([CH2:34][C:35]([NH:37][C:38]3[CH:43]=[CH:42][C:41]([F:44])=[CH:40][CH:39]=3)=[O:36])[C:6]3[CH2:11][CH2:12][N:13]([CH3:16])[CH2:14][CH2:15][C:5]=3[C:4]=2[CH:3]=1 |f:2.3.4.5|. Procedure details: The title compound was prepared by following general procedure 7. 9-Chloro-3-methyl-1,2,3,4,5,6-hexahydroazepino[4,5-b]indole (100 mg, 0.43 mmol), was taken into DMF. CuI (8 mg, 0.043 mmol), L-proline (9 mg, 0.086 mmol), K3PO4 (183 mg, 0.86 mmol) were added to the solution and stirred for 10 min. at RT. 2-Chloro-N-(4-fluorophenyl)acetamide (96 mg, 0.53 mmol) was added dropwise. The reaction mixture was heated at 90° C. for 12 h. After completion of reaction, the reaction mixture was filtered thr... Starting materials: Cl (HCl), ClC=1C=C(C=CC1Cl)C1=CC=C(N=N1)N1CCC2(OCCO2)CC1 (8-(6-(3,4-dichlorophenyl)pyridazin-3-yl)-1,4-dioxa-8-azaspiro[4.5]decane). Run in O (water), O (water), [OH-].[Na+] (NaOH). Reaction conditions: temperature 60 celsius, time 1 hour. Product: ClC=1C=C(C=CC1Cl)C1=CC=C(N=N1)N1CCC(CC1)=O (1-(6-(3,4-dichlorophenyl)pyridazin-3-yl)piperidin-4-one). Isolated yield 84.1%. RXN SMILES: Cl.[Cl:2][C:3]1[CH:4]=[C:5]([C:10]2[N:15]=[N:14][C:13]([N:16]3[CH2:25][CH2:24][C:19]4(OCC[O:20]4)[CH2:18][CH2:17]3)=[CH:12][CH:11]=2)[CH:6]=[CH:7][C:8]=1[Cl:9]>O.[OH-].[Na+]>[Cl:2][C:3]1[CH:4]=[C:5]([C:10]2[N:15]=[N:14][C:13]([N:16]3[CH2:17][CH2:18][C:19](=[O:20])[CH2:24][CH2:25]3)=[CH:12][CH:11]=2)[CH:6]=[CH:7][C:8]=1[Cl:9] |f:3.4|. Reported procedure: M HCl (10 ml) is added to a mixture of 8-(6-(3,4-dichlorophenyl)pyridazin-3-yl)-1,4-dioxa-8-azaspiro[4.5]decane (500 mg) in water (5 ml). The mixture is stirred for 1 hour at 60° C., cooled to room temperature, diluted with water and neutralized with 4 N NaOH. The aqueous layer is extracted with EtOAc (3×). The combined organic layers are washed with brine, dried (Na2SO4) and filtered, and the solvent is removed under reduced pressure to give 1-(6-(3,4-dichlorophenyl)pyridazin-3-yl)piperidin-4-o... Reactants: N#N (N2), ClCCl (dichloromethane), C([O-])([O-])=O.[Na+].[Na+] (Sodium carbonate), C(C)(=O)C1=C(C(=C(C#N)C(=C1)Cl)Br)OC (4-acetyl-2-bromo-6-chloro-3-methoxybenzonitrile), CN(C(=O)C1=CC=C(C=N1)B(O)O)C ({6-[(dimethylamino)carbonyl]pyridin-3-yl}boronic acid). The reagents and catalysts are C1=CC=C(C=C1)P([C-]2C=CC=C2)C3=CC=CC=C3.C1=CC=C(C=C1)P([C-]2C=CC=C2)C3=CC=CC=C3.Cl[Pd]Cl.[Fe+2] ([1,1′-bis(diphenylphosphino)ferrocene]dichloropalladium(II)). The solvent is O (water), C(C)#N (acetonitrile). Reaction conditions: temperature 100 celsius. Yields the product C(C)(=O)C=1C(=C(C(=C(C1)Cl)C#N)C=1C=CC(=NC1)C(=O)N(C)C)OC (5-(3-acetyl-5-chloro-6-cyano-2-methoxyphenyl)-N,N-dimethylpyridine-2-carboxamide). Isolated yield 70.7%. As a reaction SMILES: C(=O)([O-])[O-].[Na+].[Na+].[C:7]([C:10]1[CH:17]=[C:16]([Cl:18])[C:13]([C:14]#[N:15])=[C:12](Br)[C:11]=1[O:20][CH3:21])(=[O:9])[CH3:8].[CH3:22][N:23]([CH3:35])[C:24]([C:26]1[N:31]=[CH:30][C:29](B(O)O)=[CH:28][CH:27]=1)=[O:25].N#N.ClCCl>O.C(#N)C.C1C=CC(P(C2C=CC=CC=2)[C-]2C=CC=C2)=CC=1.C1C=CC(P(C2C=CC=CC=2)[C-]2C=CC=C2)=CC=1.Cl[Pd]Cl.[Fe+2]>[C:7]([C:10]1[C:11]([O:20][CH3:21])=[C:12]([C:29]2[CH:28]=[CH:27][C:26]([C:24]([N:23]([CH3:35])[CH3:22])=[O:25])=[N:31][CH:30]=2)[C:13]([C:14]#[N:15])=[C:16]([Cl:18])[CH:17]=1)(=[O:9])[CH3:8] |f:0.1.2,9.10.11.12|. Reported procedure: Sodium carbonate (3.0 g, 20 mmol) in water (20 mL) was added to a mixture 4-acetyl-2-bromo-6-chloro-3-methoxybenzonitrile (2.5 g, 8.7 mmol) and {6-[(dimethylamino)carbonyl]pyridin-3-yl}boronic acid (1.9 g, 10.0 mmol, Example 301 Step 2) in acetonitrile (100 mL). The reaction was degassed with N2 and [1,1′-bis(diphenylphosphino)ferrocene]dichloropalladium(II), complex with dichloromethane (1:1) (400 mg, 0.4 mmol) was added and the reaction mixture was degassed again with N2. The reaction was heat... Starting materials: Cc1ccc(O)cc1, ClC(Cl)Cl, [Na+], [OH-], O. Product: Cc1ccc(O)c(C=O)c1. As a reaction SMILES: [CH3:1][c:2]1[cH:3][cH:4][c:5]([OH:6])[cH:7][cH:8]1.[Cl:11][CH:12]([Cl:13])[Cl:14].[Na+:10].[OH-:9].[OH2:15]>>[CH3:1][c:2]1[cH:3][cH:4][c:5]([OH:6])[c:7]([CH:12]=[O:9])[cH:8]1. The reactants are Brc1csc(Br)n1, C1CCNCC1, O. Product: Brc1csc(N2CCCCC2)n1. RXN SMILES: [Br:1][c:2]1[s:3][cH:4][c:5]([Br:7])[n:6]1.[CH2:9]1[CH2:10][CH2:11][NH:12][CH2:13][CH2:14]1.[OH2:8]>>[c:2]1([N:12]2[CH2:11][CH2:10][CH2:9][CH2:14][CH2:13]2)[s:3][cH:4][c:5]([Br:7])[n:6]1. Reactants: --CH2 --CH(OH)CH2NH--(CH2)6 --NHCH2CH(OH)CH2 -, aqueous solution, N[C@@H](CC(=O)O)C(=O)O (L-aspartic acid), gallotannin, cellulose, N[C@@H](CC(=O)O)C(=O)O (L-aspartic acid). Procedure details: A water-insoluble tannin preparation [i.e. chinese gallotannin covalently bound to cellulose through the linkage --CH2 --CH(OH)CH2NH--(CH2)6 --NHCH2CH(OH)CH2 --] is prepared in the same manner as described in Example 1-(2). 4 ml of an aqueous solution of L-aspartic acid β-decarboxylase (total activity: 5,640 μ moles/hr) obtained from Pseudomonas dacunhae are added to one g (wet form) of the water-insoluble tannin preparation, and the mixture is shaken at 25° C for 30 minutes. Then, the precipita... Yields the product N[C@@H](C)C(=O)O (L-alanine), N[C@@H](CC(=O)O)C(=O)O (L-aspartic acid). Solvent: O (water), O (water), O (water). Conditions: temperature 25 celsius, time 30 minute. Reaction SMILES: [NH2:1][C@H:2]([C:7]([OH:9])=[O:8])[CH2:3][C:4]([OH:6])=[O:5]>O>[NH2:1][C@H:2]([C:7]([OH:9])=[O:8])[CH3:3].[NH2:1][C@H:2]([C:7]([OH:9])=[O:8])[CH2:3][C:4]([OH:6])=[O:5]. Reactants: ClC=1C2=C(N=CN1)N(C=C2C2=CN=CO2)C2OC(C(C2(O)C)O)CO (2-(4-Chloro-5-oxazol-5-yl-pyrrolo[2,3-d]pyrimidin-7-yl)-5-hydroxymethyl-3-methyl-tetrahydro-furan-3,4-diol), C[Si](ON)(C)C (O-trimethylsilyl hydroxylamine). Run in C(C)O (ethanol). Product: ONC=1C2=C(N=CN1)N(C=C2C2=CN=CO2)C2OC(C(C2(O)C)O)CO (2-(4-Hydroxyamino-5-oxazol-5-yl-pyrrolo[2,3-d]pyrimidin-7-yl)-5-hydroxymethyl-3-methyl-tetrahydro-furan-3,4-diol). Reaction SMILES: Cl[C:2]1[C:3]2[C:10]([C:11]3[O:15][CH:14]=[N:13][CH:12]=3)=[CH:9][N:8]([CH:16]3[C:20]([CH3:22])([OH:21])[CH:19]([OH:23])[CH:18]([CH2:24][OH:25])[O:17]3)[C:4]=2[N:5]=[CH:6][N:7]=1.C[Si](C)(C)[O:28][NH2:29]>C(O)C>[OH:28][NH:29][C:2]1[C:3]2[C:10]([C:11]3[O:15][CH:14]=[N:13][CH:12]=3)=[CH:9][N:8]([CH:16]3[C:20]([CH3:22])([OH:21])[CH:19]([OH:23])[CH:18]([CH2:24][OH:25])[O:17]3)[C:4]=2[N:5]=[CH:6][N:7]=1. Reported procedure: The compound from Step 2 is suspended in dry ethanol and O-trimethylsilyl hydroxylamine (10 eq.) is added. The mixture is refluxed for 2 h, evaporated and the crude mixture purified by RP HPLC on a Phenominex column (250×20 mm) using a gradient of acetonitrile in water from 0 to 30% over 30 minutes at 10 mL/minute to yield the title compound. Reactants: C1(=CC=C(C=C1)N1CCN(CC1)CC1=CC=C(C=C1)N)C (1-(p-tolyl)-4-[(4-aminophenyl)methyl]piperazine), ClC1=CC=NC2=CC(=CC=C12)C(F)(F)F (4-chloro-7-(trifluoromethyl)quinoline). Product: CC1=CC=C(C=C1)N1CCN(CC1)CC1=CC=C(C=C1)NC1=CC=NC2=CC(=CC=C12)C(F)(F)F (4-[[4-[[4-(p-methylphenyl)-1-piperazinyl]methyl]phenyl]amino]-7-(trifluoromethyl)quinoline). As a reaction SMILES: [C:1]1([CH3:21])[CH:6]=[CH:5][C:4]([N:7]2[CH2:12][CH2:11][N:10]([CH2:13][C:14]3[CH:19]=[CH:18][C:17]([NH2:20])=[CH:16][CH:15]=3)[CH2:9][CH2:8]2)=[CH:3][CH:2]=1.Cl[C:23]1[C:32]2[C:27](=[CH:28][C:29]([C:33]([F:36])([F:35])[F:34])=[CH:30][CH:31]=2)[N:26]=[CH:25][CH:24]=1>>[CH3:21][C:1]1[CH:2]=[CH:3][C:4]([N:7]2[CH2:8][CH2:9][N:10]([CH2:13][C:14]3[CH:19]=[CH:18][C:17]([NH:20][C:23]4[C:32]5[C:27](=[CH:28][C:29]([C:33]([F:36])([F:34])[F:35])=[CH:30][CH:31]=5)[N:26]=[CH:25][CH:24]=4)=[CH:16][CH:15]=3)[CH2:11][CH2:12]2)=[CH:5][CH:6]=1. Procedure: In the manner given in Example 1C, 1-(p-tolyl)-4-[(4-aminophenyl)methyl]piperazine and 4-chloro-7-(trifluoromethyl)quinoline are reacted together at reflux to give 4-[[4-[[4-(p-methylphenyl)-1-piperazinyl]methyl]phenyl]amino]-7-(trifluoromethyl)quinoline.